From a dataset of the Open Reaction Database (ORD), a public repository of structured organic reaction records. describe an organic reaction: reactants, conditions, products, and yield Starting materials: CCC(C)=O, [I-], [Na+], O=C(O)C(F)(F)F, CC1(C)OC2C(COS(N)(=O)=O)OC(n3cnc4c(Cl)ncnc43)C2O1. Yields the product CC1(C)OC2C(COS(N)(=O)=O)OC(n3cnc4c(I)ncnc43)C2O1. RXN SMILES: [CH3:36][C:37](=[O:38])[CH2:39][CH3:40].[I-:27].[Na+:28].[OH:29][C:30]([C:31]([F:32])([F:33])[F:34])=[O:35].[S:1]([NH2:2])([O:3][CH2:4][CH:5]1[O:6][CH:7]([n:15]2[c:16]3[n:17][cH:18][n:19][c:20]([Cl:24])[c:21]3[n:22][cH:23]2)[CH:8]2[O:9][C:10]([CH3:13])([CH3:14])[O:11][CH:12]12)(=[O:25])=[O:26]>>[S:1]([NH2:2])([O:3][CH2:4][CH:5]1[O:6][CH:7]([n:15]2[c:16]3[n:17][cH:18][n:19][c:20]([I:27])[c:21]3[n:22][cH:23]2)[CH:8]2[O:9][C:10]([CH3:13])([CH3:14])[O:11][CH:12]12)(=[O:25])=[O:26].